From a dataset of the Open Reaction Database (ORD), a public repository of structured organic reaction records. describe an organic reaction: reactants, conditions, products, and yield Starting materials: C(O)CN (ethanolamine), C(C)OC=NC1=C(C=2CN(CCC2S1)CC)C(=O)OCC (2-ethoxymethyleneamino-3-carboethoxy-5-ethyl-4,5,6,7-tetrahydrothieno[3,2-c]pyridine). Solvent: C(C)O (ethanol). Yields the product OCCN1C=NC2=C(C1=O)C1=C(S2)CCN(C1)CC (3-(2-Hydroxyethyl)-6-ethyl-3,4,5,6,7,8-hexahydropyrido[3',4':4,5]thieno[2,3-d]pyrimidin-4-one). Yield: 63.0%. Reaction SMILES: [CH2:1]([CH2:3][NH2:4])[OH:2].C(O[CH:8]=[N:9][C:10]1[S:18][C:17]2[CH2:16][CH2:15][N:14]([CH2:19][CH3:20])[CH2:13][C:12]=2[C:11]=1[C:21](OCC)=[O:22])C>C(O)C>[OH:2][CH2:1][CH2:3][N:4]1[C:21](=[O:22])[C:11]2[C:12]3[CH2:13][N:14]([CH2:19][CH3:20])[CH2:15][CH2:16][C:17]=3[S:18][C:10]=2[N:9]=[CH:8]1. Reported procedure: 5.0 ml (81 mM [sic]) of ethanolamine were added to 17.0 g (55 mM [sic]) of 2-ethoxymethyleneamino-3-carboethoxy-5-ethyl-4,5,6,7-tetrahydrothieno[3,2-c]pyridine in 130 ml of ethanol and then refluxed for 2 h. The mixture was then concentrated to a volume of about 50 ml and stirred in an ice bath. The precipitated fine solid was filtered off with suction and washed with cold ethyl acetate. 10.5 g (63%) of pale brown product were isolated. Starting materials: C1CCOC1, COC(=O)Cc1ccc(OCc2ccccc2)cc1, C[Si](C)(C)C(F)(F)F, Cl, [Cs+], [F-]. The product is O=C(Cc1ccc(OCc2ccccc2)cc1)C(F)(F)F. RXN SMILES: [CH2:31]1[O:32][CH2:33][CH2:34][CH2:35]1.[CH3:1][O:2][C:3]([CH2:4][c:5]1[cH:6][cH:7][c:8]([O:11][CH2:12][c:13]2[cH:14][cH:15][cH:16][cH:17][cH:18]2)[cH:9][cH:10]1)=[O:19].[CH3:20][Si:21]([C:22]([F:23])([F:24])[F:25])([CH3:26])[CH3:27].[ClH:30].[Cs+:29].[F-:28]>>[C:3]([CH2:4][c:5]1[cH:6][cH:7][c:8]([O:11][CH2:12][c:13]2[cH:14][cH:15][cH:16][cH:17][cH:18]2)[cH:9][cH:10]1)(=[O:19])[C:22]([F:23])([F:24])[F:25]. Starting materials: CN1C=C(C=C(C1=O)NC1=NNC(=C1)C)C1=CC=NC(=C1C=O)N1C(C=2N(C=3CCCCC3C2)CC1)=O (4-(1-Methyl-5-(5-methyl-1H-pyrazol-3-ylamino)-6-oxo-1,6-dihydropyridin-3-yl)-2-(1-oxo-3,4,6,7,8,9-hexahydropyrazino[1,2-a]indol-2(1H)-yl)nicotinaldehyde), O (H2O), [Li+].[OH-] (LiOH), O (H2O). The solvent is C1CCOC1 (THF). The product is OCC=1C(=NC=CC1C1=CN(C(C(=C1)NC1=NNC(=C1)C)=O)C)N1C(C=2N(C=3CCCCC3C2)CC1)=O (2-(3-(Hydroxymethyl)-4-(1-methyl-5-(5-methyl-1H-pyrazol-3-ylamino)-6-oxo-1,6-dihydropyridin-3-yl)pyridin-2-yl)-3,4,6,7,8,9-hexahydropyrazino[1,2-a]indol-1(2H)-one). Isolated yield 0.0%. As a reaction SMILES: [CH3:1][N:2]1[C:7](=[O:8])[C:6]([NH:9][C:10]2[CH:14]=[C:13]([CH3:15])[NH:12][N:11]=2)=[CH:5][C:4]([C:16]2[C:21]([CH:22]=[O:23])=[C:20]([N:24]3[CH2:36][CH2:35][N:27]4[C:28]5[CH2:29][CH2:30][CH2:31][CH2:32][C:33]=5[CH:34]=[C:26]4[C:25]3=[O:37])[N:19]=[CH:18][CH:17]=2)=[CH:3]1.O.[Li+].[OH-]>C1COCC1>[OH:23][CH2:22][C:21]1[C:20]([N:24]2[CH2:36][CH2:35][N:27]3[C:28]4[CH2:29][CH2:30][CH2:31][CH2:32][C:33]=4[CH:34]=[C:26]3[C:25]2=[O:37])=[N:19][CH:18]=[CH:17][C:16]=1[C:4]1[CH:5]=[C:6]([NH:9][C:10]2[CH:14]=[C:13]([CH3:15])[NH:12][N:11]=2)[C:7](=[O:8])[N:2]([CH3:1])[CH:3]=1 |f:2.3|. Procedure details: A 100-mL single-neck round-bottomed flask was charged with 115b (190 mg, 0.35 mol) in THF/iPA/H2O (5 mL/5 mL/2 mL) and LiOH (85 mg, 3.5 mmol) while stirring. This mixture was stirred at 50° C. for 0.5 h. Then 20 mL H2O was added and the mixture was extracted with EA (30 mL×3). The combined organic layer was dried over Na2SO4 and concentrated to give a yellow solid, which was further purified by reverse-phase prep-HPLC to afford 115 as a white solid (48 mg, 30% yield). LCMS: [M+H]+ 500. 1H NMR (5... Reported procedure: Analysis of the sample enriched by (2%) substance obtained according to the procedure described in Example 6 (2-((R)-1-Carboxy-2-phenyl-ethylamino)-6-chloro-quinoline-3-carboxylic acid, obtained using D-phenylalanine as a starting material) resulted in an increase of peak with Rt 39.32 min. Product: NC(CC1=CC=CC=C1)C(=O)O (DL-phenylalanine). The reactants are C(=O)(O)[C@@H](CC1=CC=CC=C1)NC1=NC2=CC=C(C=C2C=C1C(=O)O)Cl (2-((R)-1-Carboxy-2-phenyl-ethylamino)-6-chloro-quinoline-3-carboxylic acid), N[C@H](CC1=CC=CC=C1)C(=O)O (D-phenylalanine). As a reaction SMILES: [C:1]([C@H:4]([NH:12]C1C(C(O)=O)=CC2C(=CC=C(Cl)C=2)N=1)[CH2:5][C:6]1[CH:11]=[CH:10][CH:9]=[CH:8][CH:7]=1)([OH:3])=[O:2].N[C@@H](C(O)=O)CC1C=CC=CC=1>>[NH2:12][CH:4]([C:1]([OH:3])=[O:2])[CH2:5][C:6]1[CH:11]=[CH:10][CH:9]=[CH:8][CH:7]=1. Starting materials: CN(C(C(N1N=C(C=C1C)C1=CC=CC=C1)C)=O)C (N,N,α,5-tetramethyl-3-phenylpyrazole-1-acetamide), C(Cl)(Cl)(Cl)Cl (carbon tetrachloride), ClOC(C)(C)C (tert-butyl hypochlorite), BrBr (bromine). Run in C(C)(=O)O (acetic acid). Yields the product ClC=1C(=NN(C1)C(C(=O)N(C)C)C)C1=C(C=CC=C1)OC (4-chloro-N,N,α-trimethyl-3-(o-methoxyphenyl)pyrazole-1-acetamide). RXN SMILES: [CH3:1][N:2]([CH3:19])[C:3](=[O:18])[CH:4]([CH3:17])[N:5]1[C:9](C)=[CH:8][C:7]([C:11]2[CH:16]=[CH:15][CH:14]=[CH:13][CH:12]=2)=[N:6]1.Cl[O:21][C:22](C)(C)C.BrBr.C(Cl)(Cl)(Cl)[Cl:29]>C(O)(=O)C>[Cl:29][C:8]1[C:7]([C:11]2[CH:16]=[CH:15][CH:14]=[CH:13][C:12]=2[O:21][CH3:22])=[N:6][N:5]([CH:4]([CH3:17])[C:3]([N:2]([CH3:19])[CH3:1])=[O:18])[CH:9]=1. Reported procedure: Following the procedure of Example 108, but substituting N,N,α-trimethyl-3-(o-methoxyphenyl)pyrazole-1-acetamide for N,N,α,5-tetramethyl-3-phenylpyrazole-1-acetamide, tert-butyl hypochlorite for bromine, and carbon tetrachloride for acetic acid as the reaction solvent, there was obtained 4-chloro-N,N,α-trimethyl-3-(o-methoxyphenyl)pyrazole-1-acetamide having a melting point of 74°-77° C. The reactants are C1(=CC=CC=C1)N1N=CC=C1N(C(=O)OC(C)(C)C)C(=O)OC(C)(C)C (di-tert-butyl (1-phenyl-1H-pyrazol-5-yl)imidodicarbonate), [OH-].[Na+] (sodium hydroxide). Solvent: CO (methanol). Reaction conditions: temperature 50 celsius, time 2 hour. Product: C1(=CC=CC=C1)N1N=CC=C1NC(OC(C)(C)C)=O (tert-butyl (1-phenyl-1H-pyrazol-5-yl)carbamate). Yield: 99.4%. RXN SMILES: [C:1]1([N:7]2[C:11]([N:12](C(OC(C)(C)C)=O)[C:13]([O:15][C:16]([CH3:19])([CH3:18])[CH3:17])=[O:14])=[CH:10][CH:9]=[N:8]2)[CH:6]=[CH:5][CH:4]=[CH:3][CH:2]=1.[OH-].[Na+]>CO>[C:1]1([N:7]2[C:11]([NH:12][C:13](=[O:14])[O:15][C:16]([CH3:18])([CH3:17])[CH3:19])=[CH:10][CH:9]=[N:8]2)[CH:2]=[CH:3][CH:4]=[CH:5][CH:6]=1 |f:1.2|. Procedure details: To a solution of di-tert-butyl (1-phenyl-1H-pyrazol-5-yl)imidodicarbonate (5.30 g) in methanol (100 mL) was added 1N aqueous sodium hydroxide solution (73.0 mL) at room temperature, and the mixture was stirred at 50° C. for 2 hr. The reaction mixture was concentrated and adjusted to pH 5-6 with 2N hydrochloric acid. The reaction mixture was extracted with dichloromethane, and the extract was washed with saturated brine, dried over anhydrous sodium sulfate, and the solvent was evaporated under re... Procedure details: To a solution of NaOH (2.45 g, 61.3 mmol) in water (20 mL) was added 3,5-dichlorophenol (5 g, 30.7 mmol). The solution was heated at reflux for 1 h and was cooled to room temperature. 1,2-Dibromoethane (11.52 g, 61.3 mmol) was added and the reaction was heated at reflux for 24 h. The cooled solution was diluted with EtOAc and the organic solution was washed sequentially with HCl (1N, 1×), water (1×), and brine (1×). The organic solution was dried (MgSO4), filtered, and concentrated. Purification... Reaction SMILES: [OH-].[Na+].[Cl:3][C:4]1[CH:5]=[C:6]([OH:11])[CH:7]=[C:8]([Cl:10])[CH:9]=1.[Br:12][CH2:13][CH2:14]Br>O.CCOC(C)=O>[Br:12][CH2:13][CH2:14][O:11][C:6]1[CH:5]=[C:4]([Cl:3])[CH:9]=[C:8]([Cl:10])[CH:7]=1 |f:0.1|. Yield: 45.7%. The reactants are [OH-].[Na+] (NaOH), ClC=1C=C(C=C(C1)Cl)O (3,5-dichlorophenol), BrCCBr (1,2-Dibromoethane). Run in CCOC(=O)C (EtOAc), O (water). Product: BrCCOC1=CC(=CC(=C1)Cl)Cl (1-(2-Bromo-ethoxy)-3,5-dichloro-benzene).